From a dataset of the Open Reaction Database (ORD), a public repository of structured organic reaction records. describe an organic reaction: reactants, conditions, products, and yield Solvent: C(C)N(CC)CC (triethylamine). As a reaction SMILES: C(Cl)[Cl:2].C(OC([NH:11][CH2:12][C:13](O)=[O:14])=O)(C)(C)C.C1(C)C=CC(S(O)(=O)=O)=CC=1.[CH2:27]([O:34][C:35](=[O:39])[C@@H:36]([CH3:38])[NH2:37])[C:28]1[CH:33]=[CH:32][CH:31]=[CH:30][CH:29]=1.C1(N=C=NC2CCCCC2)CCCCC1>C(N(CC)CC)C>[ClH:2].[CH2:27]([O:34][C:35](=[O:39])[C@@H:36]([CH3:38])[NH:37][C:13](=[O:14])[CH2:12][NH2:11])[C:28]1[CH:33]=[CH:32][CH:31]=[CH:30][CH:29]=1 |f:2.3,6.7|. Reaction conditions: time 30 minute. The product is Cl.C(C1=CC=CC=C1)OC([C@H](NC(CN)=O)C)=O (glycyl-D-alanine benzyl ester hydrochloride). Isolated yield 70.0%. The reactants are C(Cl)Cl (methylene chloride), C1(CCCCC1)N=C=NC1CCCCC1 (dicyclohexylcarbodiimide), C(C)(C)(C)OC(=O)NCC(=O)O (N-t-butyloxycarbonylglycine), C1(=CC=C(C=C1)S(=O)(=O)O)C.C(C1=CC=CC=C1)OC([C@H](N)C)=O (D-alanine benzyl ester p-toluenesulfonic acid salt). Procedure details: To a cold (0° C.) solution of 100 ml. methylene chloride containing 10 g. (57 mm) of N-t-butyloxycarbonylglycine, 20 g. (57 mm) of D-alanine benzyl ester p-toluenesulfonic acid salt and 5.77 g. (57 mm) of triethylamine was added 12.3 g. (60 mm) of dicyclohexylcarbodiimide and the resulting reaction mixture allowed to warm to room temperature. After 18 hours the mixture was filtered and the filtrate concentrated in vacuo. The residue was dissolved in 200 ml. of ethyl acetate and the organic layer... RXN SMILES: [Br:1][c:2]1[cH:3][cH:4][c:5]([CH2:6][C:7]23[CH2:8][CH2:9][CH2:10][NH:11][N:12]2[C:13](=[O:25])[N:14]([c:17]2[cH:18][c:19]([Cl:24])[n:20][c:21]([Cl:23])[cH:22]2)[C:15]3=[O:16])[cH:26][cH:27]1.[CH2:44]1[O:45][CH2:46][CH2:47][CH2:48]1.[CH3:38][CH2:39][O:40][C:41]([CH3:42])=[O:43].[CH:28]([N:29]([CH2:30][CH3:31])[CH:32]([CH3:33])[CH3:34])([CH3:35])[CH3:36].[OH2:37]>>[Br:1][c:2]1[cH:3][cH:4][c:5]([CH2:6][C:7]23[CH2:8][CH2:9][CH2:10][N:11]([C:39]([CH3:38])=[O:40])[N:12]2[C:13](=[O:25])[N:14]([c:17]2[cH:18][c:19]([Cl:24])[n:20][c:21]([Cl:23])[cH:22]2)[C:15]3=[O:16])[cH:26][cH:27]1. Yields the product CC(=O)N1CCCC2(Cc3ccc(Br)cc3)C(=O)N(c3cc(Cl)nc(Cl)c3)C(=O)N12. The reactants are O=C1N(c2cc(Cl)nc(Cl)c2)C(=O)C2(Cc3ccc(Br)cc3)CCCNN12, C1CCOC1, CCOC(C)=O, CCN(C(C)C)C(C)C, O.